This data is from the Open Reaction Database (ORD), a public repository of structured organic reaction records. The task is: describe an organic reaction: reactants, conditions, products, and yield Reactants: C(Cl)(Cl)Cl (Chloroform), C1(CCCCC1)=O (cyclohexanone), C(C)(=O)OCC (ethyl acetate), ClC1=CC=CC=C1 (chlorobenzene), N1=CC=CC=C1 (pyridine). Run in O1CCOCC1 (dioxane). Product: C(=C)Cl.C(C)(=O)OC=C (Vinyl Chloride Vinyl Acetate). Reaction SMILES: C(Cl)(Cl)Cl.[Cl:5][C:6]1C=CC=C[CH:7]=1.N1C=CC=CC=1.C1(=O)CCCCC1.[C:25]([O:28][CH2:29][CH3:30])(=[O:27])[CH3:26]>O1CCOCC1>[CH:6]([Cl:5])=[CH2:7].[C:25]([O:28][CH:29]=[CH2:30])(=[O:27])[CH3:26] |f:6.7|. Reported procedure: Solvents: Chloroform, chlorobenzene, pyridine, dioxane, cyclohexanone, ethyl acetate. The reactants are CCCCCCCCc1ccc(-c2ccc(N)cc2)nc1, O=N[O-], [Na+], [Na+], [OH-], O, O=S(=O)(O)O. The product is CCCCCCCCc1ccc(-c2ccc(O)cc2)nc1. RXN SMILES: [CH2:6]([CH2:7][CH2:8][CH2:9][CH2:10][CH2:11][CH2:12][CH3:13])[c:14]1[cH:15][cH:16][c:17](-[c:20]2[cH:21][cH:22][c:23]([NH2:24])[cH:25][cH:26]2)[n:18][cH:19]1.[N:27](=[O:28])[O-:29].[Na+:30].[Na+:32].[OH-:31].[OH2:33].[S:1](=[O:2])(=[O:3])([OH:4])[OH:5]>>[CH2:6]([CH2:7][CH2:8][CH2:9][CH2:10][CH2:11][CH2:12][CH3:13])[c:14]1[cH:15][cH:16][c:17](-[c:20]2[cH:21][cH:22][c:23]([OH:28])[cH:25][cH:26]2)[n:18][cH:19]1. The reactants are O=C(CBr)c1ccc(Br)cc1, CN(C)C=O, C1=C(N2CCCC2)CCCCC1, O. Product: O=C(CC1CCCCCC1=O)c1ccc(Br)cc1. As a reaction SMILES: [Br:1][c:2]1[cH:3][cH:4][c:5]([C:6]([CH2:7][Br:8])=[O:9])[cH:10][cH:11]1.[CH3:25][N:26]([CH3:27])[CH:28]=[O:29].[N:12]1([C:17]2=[CH:18][CH2:19][CH2:20][CH2:21][CH2:22][CH2:23]2)[CH2:13][CH2:14][CH2:15][CH2:16]1.[OH2:24]>>[Br:1][c:2]1[cH:3][cH:4][c:5]([C:6]([CH2:7][CH:18]2[C:17](=[O:24])[CH2:23][CH2:22][CH2:21][CH2:20][CH2:19]2)=[O:9])[cH:10][cH:11]1. Reactants: polyester polyol, hydroxy, [OH-].[K+] (KOH), [OH-].[K+] (KOH), NC(=O)OCC (Urethane), C1C(C)O1 (propylene oxide), polyether polyol, hydroxy, C1CO1 (ethylene oxide). Run in OCC(O)CO (glycerin), C(CO)O (ethylene glycol). Yields the product C1(C=2C(C(=O)O1)=CC=CC2)=O (phthalic anhydride). As a reaction SMILES: N[C:2]([O:4][CH2:5][CH3:6])=[O:3].[OH-:7].[K+].[CH2:9]1O[CH:10]1[CH3:11].[CH2:13]1O[CH2:14]1>C(O)CO.OCC(CO)O>[C:5]1(=[O:7])[O:4][C:2](=[O:3])[C:11]2=[CH:10][CH:9]=[CH:13][CH:14]=[C:6]12 |f:1.2|. Procedure: 100 parts by weight of polymeric MDI (Sumidur 44V20 (NCO%; 31.5) manufactured by Sumitomo Bayer Urethane Co., Ltd.), 8 parts by weight of a polyether polyol with a hydroxy value of 56 mg KOH/g having propylene oxide and ethylene oxide added to glycerin, and 8 parts by weight of a polyester polyol with a hydroxy value of 56 mg KOH/g formed from phthalic anhydride and ethylene glycol were reacted under the condition of 80 deg. C. for 2 hours to prepare a polymeric MDI prepolymer (prepolymer A) hav... Reactants: CCCCOC(C)C(C)C(=O)O, O=C(Cl)C(=O)Cl. The product is CCCCOC(C)C(C)C(=O)O, [Cl-]. RXN SMILES: [CH2:1]([CH2:2][CH2:3][CH3:4])[O:5][CH:6]([CH:7]([C:8](=[O:9])[OH:10])[CH3:11])[CH3:12].[Cl:13][C:14]([C:15]([Cl:16])=[O:17])=[O:18]>>[CH2:1]([CH2:2][CH2:3][CH3:4])[O:5][CH:6]([CH:7]([C:8](=[O:9])[OH:10])[CH3:11])[CH3:12].[Cl-:13].